From a dataset of the Open Reaction Database (ORD), a public repository of structured organic reaction records. describe an organic reaction: reactants, conditions, products, and yield The reactants are ClCCl, O=S(=O)(Cl)Cl, O=C1Nc2ccccc2Sc2cscc21. The product is O=C1Nc2ccccc2Sc2c1csc2Cl. As a reaction SMILES: [CH2:21]([Cl:22])[Cl:23].[S:16]([Cl:17])(=[O:18])([Cl:19])=[O:20].[cH:1]1[s:2][cH:3][c:4]2[c:10]1[C:9](=[O:11])[NH:8][c:7]1[c:6]([cH:15][cH:14][cH:13][cH:12]1)[S:5]2>>[cH:1]1[s:2][c:3]([Cl:19])[c:4]2[c:10]1[C:9](=[O:11])[NH:8][c:7]1[c:6]([cH:15][cH:14][cH:13][cH:12]1)[S:5]2.